From a dataset of the Open Reaction Database (ORD), a public repository of structured organic reaction records. describe an organic reaction: reactants, conditions, products, and yield The reactants are N1C(CCC1)=O (pyrrolidin-2-one), BrC1=CC=C(C=C1)C1CCN(CC1)C1COC1 (4-(4-bromophenyl)-1-(oxetan-3-yl)piperidine), C12CN(CC(N1)C2)C2=CC=C(C=C2)C2=CC1=C(C(=N2)O[C@H](C)[C@@H]2CC(NC2)=O)N(C=N1)C1CC1 ((4R)-4-((1R)-1-((6-(4-(3,6-diazabicyclo[3.1.1]heptan-3-yl)phenyl)- 3-cyclopropyl-3H-imidazo[4,5-c]pyridin-4-yl)oxy)ethyl)pyrrolidin-2-one). The product is C1(CC1)N1C=NC2=C1C(=NC(=C2)C2=CC=C(C=C2)N2CC1N(C(C2)C1)C1COC1)O[C@H](C)[C@@H]1CC(NC1)=O ((4R)-4-((1R)-1-((3-cyclopropyl-6-(4-(6-(oxetan-3-yl)-3,6-diazabicyclo[3.1.1]heptan-3-yl)phenyl)-3H-imidazo[4,5-c]pyridin-4-yl)oxy)ethyl)pyrrolidin-2-one). Isolated yield 11.0%. RXN SMILES: N1C[CH2:4][CH2:3][C:2]1=[O:6].BrC1C=CC(C2CCN(C3COC3)CC2)=CC=1.[CH:24]12[CH2:30][CH:28]([NH:29]1)[CH2:27][N:26]([C:31]1[CH:36]=[CH:35][C:34]([C:37]3[N:42]=[C:41]([O:43][C@@H:44]([C@H:46]4[CH2:50][NH:49][C:48](=[O:51])[CH2:47]4)[CH3:45])[C:40]4[N:52]([CH:55]5[CH2:57][CH2:56]5)[CH:53]=[N:54][C:39]=4[CH:38]=3)=[CH:33][CH:32]=1)[CH2:25]2>>[CH:55]1([N:52]2[C:40]3[C:41]([O:43][C@@H:44]([C@H:46]4[CH2:50][NH:49][C:48](=[O:51])[CH2:47]4)[CH3:45])=[N:42][C:37]([C:34]4[CH:33]=[CH:32][C:31]([N:26]5[CH2:25][CH:24]6[CH2:30][CH:28]([N:29]6[CH:3]6[CH2:4][O:6][CH2:2]6)[CH2:27]5)=[CH:36][CH:35]=4)=[CH:38][C:39]=3[N:54]=[CH:53]2)[CH2:57][CH2:56]1. Procedure details: Preparation of (4R)-4-0R)-1-((3-cyclopropyl-6-(4-(6-(oxetan-3-yl)-3,6-diazabicyclo[3.1.1]heptan-3-yl)phenyl)-3H-imidazo[4,5-c]pyridin-4-yl)oxy)ethyl)pyrrolidin-2-one: Prepared by the procedure, previously described for the synthesis of 4-(4-bromophenyl)-1-(oxetan-3-yl)piperidine, using instead (4R)-4-((1R)-1-((6-(4-(3,6-diazabicyclo[3.1.1]heptan-3-yl)phenyl)- 3-cyclopropyl-3H-imidazo[4,5-c]pyridin-4-yl)oxy)ethyl)pyrrolidin-2-one: as a starting material to afford 10.1 mg (11%) of (4R)-4-((1R)-1-(...